Dataset: the Open Reaction Database (ORD), a public repository of structured organic reaction records. Task: describe an organic reaction: reactants, conditions, products, and yield The reactants are CCN=C=NCCCN(C)C, CN(C)c1ccncc1, ClCCl, Cc1c(N)ccc2sc3ccccc3c12, O=C(O)C1CCOC1. The product is Cc1c(NC(=O)C2CCOC2)ccc2sc3ccccc3c12. Reaction SMILES: [CH3:16][CH2:17][N:18]=[C:19]=[N:20][CH2:21][CH2:22][CH2:23][N:24]([CH3:25])[CH3:26].[CH3:35][N:36]([CH3:37])[c:38]1[cH:39][cH:40][n:41][cH:42][cH:43]1.[Cl:44][CH2:45][Cl:46].[NH2:1][c:2]1[c:3]([CH3:15])[c:4]2[c:5]([s:6][c:7]3[c:8]2[cH:9][cH:10][cH:11][cH:12]3)[cH:13][cH:14]1.[O:27]1[CH2:28][CH:29]([C:32](=[O:33])[OH:34])[CH2:30][CH2:31]1>>[NH:1]([c:2]1[c:3]([CH3:15])[c:4]2[c:5]([s:6][c:7]3[c:8]2[cH:9][cH:10][cH:11][cH:12]3)[cH:13][cH:14]1)[C:32]([CH:29]1[CH2:28][O:27][CH2:31][CH2:30]1)=[O:33]. Reactants: C=O, O=CO, OC1(c2ccc(F)c(F)c2)CCNC1, O=C(O)C=CC(=O)O. Product: CN1CCC(O)(c2ccc(F)c(F)c2)C1. As a reaction SMILES: [CH2:15]=[O:16].[CH:25]([OH:26])=[O:27].[F:1][c:2]1[cH:3][c:4]([C:9]2([OH:14])[CH2:10][NH:11][CH2:12][CH2:13]2)[cH:5][cH:6][c:7]1[F:8].[OH:17][C:18]([CH:19]=[CH:20][C:21](=[O:22])[OH:23])=[O:24]>>[F:1][c:2]1[cH:3][c:4]([C:9]2([OH:14])[CH2:10][N:11]([CH3:18])[CH2:12][CH2:13]2)[cH:5][cH:6][c:7]1[F:8]. Reactants: ClC1=NC=CC=C1C#N (2-chloro-3-cyanopyridine), FC(C1=C(C=CC=C1)B(O)O)(F)F (2-trifluoromethylphenylboronic acid). Product: FC(C1=C(C=CC=C1)C1=C(C#N)C=CC=N1)(F)F (2-(2-Trifluoromethyl-phenyl)-nicotinonitrile). Isolated yield 30.0%. As a reaction SMILES: Cl[C:2]1[C:7]([C:8]#[N:9])=[CH:6][CH:5]=[CH:4][N:3]=1.[F:10][C:11]([F:22])([F:21])[C:12]1[CH:17]=[CH:16][CH:15]=[CH:14][C:13]=1B(O)O>>[F:10][C:11]([F:22])([F:21])[C:12]1[CH:17]=[CH:16][CH:15]=[CH:14][C:13]=1[C:2]1[N:3]=[CH:4][CH:5]=[CH:6][C:7]=1[C:8]#[N:9]. Procedure details: Prepared in 30% yield from 2-chloro-3-cyanopyridine and 2-trifluoromethylphenylboronic acid according to the procedure described for Example 153A. MS (ESI−) m/z 249.0 (M+H)+; 1H NMR (CDCl3) δ 7.45-7.50 (m, 2H), 7.62-7.72 (m, 2H), 7.83-7.86 (m, 1H), 8.09 (dd, J=7.8, 1.7 Hz, 1H), 8.87 (dd, J=5.7, 1.7 Hz, 1H). The reactants are COC(=O)Cc1coc2cc(OCc3cc(-c4ccc(Cl)cc4)on3)ccc12, Cl, [Li+], C1CCOC1, [OH-], O, O. The product is O=C(O)Cc1coc2cc(OCc3cc(-c4ccc(Cl)cc4)on3)ccc12. RXN SMILES: [CH3:1][O:2][C:3]([CH2:4][c:5]1[cH:6][o:7][c:8]2[c:9]1[cH:10][cH:11][c:12]([O:14][CH2:15][c:16]1[n:17][o:18][c:19](-[c:21]3[cH:22][cH:23][c:24]([Cl:27])[cH:25][cH:26]3)[cH:20]1)[cH:13]2)=[O:28].[ClH:33].[Li+:31].[O:34]1[CH2:35][CH2:36][CH2:37][CH2:38]1.[OH-:30].[OH2:29].[OH2:32]>>[O:2]=[C:3]([CH2:4][c:5]1[cH:6][o:7][c:8]2[c:9]1[cH:10][cH:11][c:12]([O:14][CH2:15][c:16]1[n:17][o:18][c:19](-[c:21]3[cH:22][cH:23][c:24]([Cl:27])[cH:25][cH:26]3)[cH:20]1)[cH:13]2)[OH:28]. Starting materials: COC=1C=C(C=CC1OC)CCNC(C(C)(C)C)=O (N-[β-(3,4-dimethoxyphenyl)-ethyl]-2,2-dimethylpropionamide), [Cl-].[Al+3].[Cl-].[Cl-] (aluminum chloride), Cl (hydrochloric acid). Solvent: C1=CC=CC=C1 (benzene). Yields the product OC=1C=C(C=CC1O)CCNC(C(C)(C)C)=O (N-[β-(3,4-Dihydroxyphenyl)-ethyl]-2,2-dimethylpropionamide). RXN SMILES: C[O:2][C:3]1[CH:4]=[C:5]([CH2:11][CH2:12][NH:13][C:14](=[O:19])[C:15]([CH3:18])([CH3:17])[CH3:16])[CH:6]=[CH:7][C:8]=1[O:9]C.[Cl-].[Al+3].[Cl-].[Cl-].Cl>C1C=CC=CC=1>[OH:2][C:3]1[CH:4]=[C:5]([CH2:11][CH2:12][NH:13][C:14](=[O:19])[C:15]([CH3:17])([CH3:16])[CH3:18])[CH:6]=[CH:7][C:8]=1[OH:9] |f:1.2.3.4|. Procedure details: Dissolve 0.53 g. of N-[β-(3,4-dimethoxyphenyl)-ethyl]-2,2-dimethylpropionamide in 10 ml. of benzene and 15 g. of aluminum chloride. Reflux the mixture overnight (17 hours) with vigorous stirring. Cool the mixture to room temperature and, cautiously, pour the reaction mixture into dilute hydrochloric acid and ice with vigorous stirring. Separate the liquid phases and discard the benzene layer. Extract the aqueous layer with ethyl-acetate, then wash the extract with saturated sodium bicarbonate an... Starting materials: NC1=C(C=CC=C1)NC(=CC(=O)OC)C (3-[(2-aminophenyl)amino]-2-butenoic acid, methyl ester), FC(C1=C(C=O)C=CC=C1)(F)F (2-(trifluoromethyl)benzaldehyde), C(C)(=O)O (acetic acid), N1C=C(C=NC2=C1C=CC=C2)C(=O)OC (1H-1,5-benzodiazepine-3-carboxylic acid, methyl ester). Solvent: O1CCCC1 (tetrahydrofuran), CC(=O)C (acetone), hexanes. Reaction conditions: time 24 hour. Product: CC=1NC2=C(NC(C1C(=O)OC)C1=C(C=CC=C1)C(F)(F)F)C=CC=C2 (2,5-Dihydro-4-methyl-2-[2-(trifluoromethyl)phenyl]-1H-1,5-benzodiazepine-3-carboxylic acid, methyl ester). RXN SMILES: [NH2:1][C:2]1[CH:7]=[CH:6][CH:5]=[CH:4][C:3]=1[NH:8][C:9]([CH3:15])=[CH:10][C:11]([O:13][CH3:14])=[O:12].[F:16][C:17]([F:27])([F:26])[C:18]1[CH:25]=[CH:24][CH:23]=[CH:22][C:19]=1[CH:20]=O.C(O)(=O)C.N1C2C=CC=CC=2N=CC(C(OC)=O)=C1>O1CCCC1.CC(C)=O>[CH3:15][C:9]1[NH:8][C:3]2[CH:4]=[CH:5][CH:6]=[CH:7][C:2]=2[NH:1][CH:20]([C:19]2[CH:22]=[CH:23][CH:24]=[CH:25][C:18]=2[C:17]([F:16])([F:26])[F:27])[C:10]=1[C:11]([O:13][CH3:14])=[O:12]. Procedure: A solution of 3-[(2-aminophenyl)amino]-2-butenoic acid, methyl ester (2.50 g., 12.0 mmole) in anhydrous tetrahydrofuran (12 ml.) is treated with 2-(trifluoromethyl)benzaldehyde (1.74 g., 10.0 mmole) and acetic acid (0.2 ml.). The resulting reaction mixture is stirred at room temperature under argon for 24 hours. The solvent is removed and the resulting yellow solid is triturated with isopropyl ether to give 3.27 g. of an off-white product. Recrystallization from dichloromethane-isopropyl ether g... The reactants are [N+](=O)([O-])C1=C(N)C=C(C=C1)SCCC (2-nitro-5-propanylthioaniline), C(=O)(OC)N=C=S (carbomethoxy isothiocyanate). The solvent is C(C)#N (acetonitrile). Conditions: time 2 hour. Yields the product C(=O)(OC)NC(NC1=C(C=CC(=C1)SCCC)[N+](=O)[O-])=S (1-(3-carbomethoxythioureido)-2-nitro-5-propylthiobenzene). The yield is 53.4%. RXN SMILES: [N+:1]([C:4]1[CH:10]=[CH:9][C:8]([S:11][CH2:12][CH2:13][CH3:14])=[CH:7][C:5]=1[NH2:6])([O-:3])=[O:2].[C:15]([N:19]=[C:20]=[S:21])([O:17][CH3:18])=[O:16]>C(#N)C>[C:15]([NH:19][C:20](=[S:21])[NH:6][C:5]1[CH:7]=[C:8]([S:11][CH2:12][CH2:13][CH3:14])[CH:9]=[CH:10][C:4]=1[N+:1]([O-:3])=[O:2])([O:17][CH3:18])=[O:16]. Procedure: To a stirred mixture of 2-nitro-5-propanylthioaniline (21.2 g.; 0.10 mole) in acetonitrile (50 ml.) is added portionwise carbomethoxy isothiocyanate (11.7 g.; 0.10 mole). The reaction mixture is maintained at room temperature and is filtered to remove a small amount of dark colored insoluble material. The clear filtrate was permitted to stand at room temperature for two hours and the precipitate which forms is collected by filtration, washed with cold acetonitrile and dried to yield 1-(3-carbome... Reactants: O=C([O-])[O-], C=CCBr, CS(C)=O, Oc1ccc(F)cc1-c1ccccc1-c1ccccc1, [K+], [K+]. Product: C=CCOc1ccc(F)cc1-c1ccccc1-c1ccccc1. RXN SMILES: [C:21](=[O:22])([O-:23])[O-:24].[CH2:27]([CH:28]=[CH2:29])[Br:30].[CH3:31][S:32]([CH3:33])=[O:34].[F:1][c:2]1[cH:3][cH:4][c:5]([OH:20])[c:6](-[c:8]2[c:9](-[c:14]3[cH:15][cH:16][cH:17][cH:18][cH:19]3)[cH:10][cH:11][cH:12][cH:13]2)[cH:7]1.[K+:25].[K+:26]>>[F:1][c:2]1[cH:3][cH:4][c:5]([O:20][CH2:29][CH:28]=[CH2:27])[c:6](-[c:8]2[c:9](-[c:14]3[cH:15][cH:16][cH:17][cH:18][cH:19]3)[cH:10][cH:11][cH:12][cH:13]2)[cH:7]1.